From a dataset of the Open Reaction Database (ORD), a public repository of structured organic reaction records. describe an organic reaction: reactants, conditions, products, and yield Starting materials: B, C1CCOC1, CC(C)(C)OC(=O)N1CC(C(=O)Nc2ccccc2)C1. Product: CC(C)(C)OC(=O)N1CC(CNc2ccccc2)C1. As a reaction SMILES: [BH3:21].[CH2:22]1[O:23][CH2:24][CH2:25][CH2:26]1.[c:1]1([NH:7][C:8](=[O:9])[CH:10]2[CH2:11][N:12]([C:14](=[O:15])[O:16][C:17]([CH3:18])([CH3:19])[CH3:20])[CH2:13]2)[cH:2][cH:3][cH:4][cH:5][cH:6]1>>[c:1]1([NH:7][CH2:8][CH:10]2[CH2:11][N:12]([C:14](=[O:15])[O:16][C:17]([CH3:18])([CH3:19])[CH3:20])[CH2:13]2)[cH:2][cH:3][cH:4][cH:5][cH:6]1. Starting materials: C1CCOC1, CC1(C)CCOC1=O, NCc1ccccc1Cl, [Na+], O=C([O-])O. The product is CC(C)(CCO)C(=O)NCc1ccccc1Cl. RXN SMILES: [CH2:23]1[O:24][CH2:25][CH2:26][CH2:27]1.[CH3:1][C:2]1([CH3:8])[C:3](=[O:7])[O:4][CH2:5][CH2:6]1.[Cl:9][c:10]1[c:11]([CH2:12][NH2:13])[cH:14][cH:15][cH:16][cH:17]1.[Na+:22].[O-:18][C:19]([OH:20])=[O:21]>>[CH3:1][C:2]([C:3](=[O:7])[NH:13][CH2:12][c:11]1[c:10]([Cl:9])[cH:17][cH:16][cH:15][cH:14]1)([CH2:6][CH2:5][OH:4])[CH3:8].